Task: describe an organic reaction: reactants, conditions, products, and yield. Dataset: the Open Reaction Database (ORD), a public repository of structured organic reaction records Reactants: C(C)C=1C=C2C=C(C(=NC2=CC1)C1=CC=CC=C1)CCO (2-(6-ethyl-2-phenylquinolin-3-yl)ethanol), [Na] (sodium). Solvent: CCO (EtOH). Product: C(C)C=1C=C2C[C@H]([C@@H](NC2=CC1)C1=CC=CC=C1)CCO (trans-2-(6-ethyl-2-phenyl-1,2,3,4-tetrahydroquinolin-3-yl)-ethanol). Reaction SMILES: [CH2:1]([C:3]1[CH:4]=[C:5]2[C:10](=[CH:11][CH:12]=1)[N:9]=[C:8]([C:13]1[CH:18]=[CH:17][CH:16]=[CH:15][CH:14]=1)[C:7]([CH2:19][CH2:20][OH:21])=[CH:6]2)[CH3:2].[Na]>CCO>[CH2:1]([C:3]1[CH:4]=[C:5]2[C:10](=[CH:11][CH:12]=1)[NH:9][C@@H:8]([C:13]1[CH:18]=[CH:17][CH:16]=[CH:15][CH:14]=1)[C@H:7]([CH2:19][CH2:20][OH:21])[CH2:6]2)[CH3:2] |^1:21|. Procedure: As described under b.), 0.80 g (2.88 mmol) of 7 were reacted with 0.66 g (28.8 mmol, 10 eq) of sodium in EtOH (10 ml) to give compound trans-8 as a colourless solid and compound cis-8, likewise as a colourless solid. The reactants are BrCCCCCCCCCCC(=O)O (11-Bromoundecanoic acid), S(=O)(Cl)Cl (thionyl chloride). The product is BrCCCCCCCCCCC(=O)Cl (11-bromoundecanoyl chloride). RXN SMILES: [Br:1][CH2:2][CH2:3][CH2:4][CH2:5][CH2:6][CH2:7][CH2:8][CH2:9][CH2:10][CH2:11][C:12]([OH:14])=O.S(Cl)([Cl:17])=O>>[Br:1][CH2:2][CH2:3][CH2:4][CH2:5][CH2:6][CH2:7][CH2:8][CH2:9][CH2:10][CH2:11][C:12]([Cl:17])=[O:14]. Procedure details: 11-Bromoundecanoic acid (400 g) was added to thionyl chloride (600 ml) and the solution heated at 80° for 0.5 hour. The thionyl chloride was distilled off and the dark oily residue distilled in vacuo to give 11-bromoundecanoyl chloride, b.p. 144°, 0.7 mm Hg, (346.8 g, 81%). Yield: 49.3%. RXN SMILES: [BrH:1].[CH3:2][C:3]1[CH:8]=[C:7]([CH3:9])[N:6]=[C:5](N)[CH:4]=1.BrBr.N([O-])=O.[Na+].N([O-])=O.[OH-].[Na+]>>[Br:1][C:5]1[CH:4]=[C:3]([CH3:2])[CH:8]=[C:7]([CH3:9])[N:6]=1 |f:3.4,6.7|. Run at temperature 20 celsius. Procedure details: A solution of 48% HBr (aq) (Aldrich, 65 mL, 1.2 mol, 10 eq) was cooled to −5° C. and treated with 4,6-dimethyl-pyridin-2-ylamine (Aldrich, 15.0 g, 0.12 mol. 1.0 eq). The thick white salt mixture was stirred with a mechanical stirrer while bromine (Aldrich, 19.7 mL, 0.38 mol, 3.1 eq) was added dropwise. The resultant red mixture was treated with an aqueous solution (32 mL H2O) of NaNO2 (Aldrich, 22.1 g, 0.32 mol, 2.6 eq) over one hour. The temperature was maintained below 5° C. during the nitrite... The reactants are Br (HBr), N(=O)[O-].[Na+] (NaNO2), N(=O)[O-] (nitrite), CC1=CC(=NC(=C1)C)N (4,6-dimethyl-pyridin-2-ylamine), BrBr (bromine), [OH-].[Na+] (NaOH). The product is BrC1=NC(=CC(=C1)C)C (2-Bromo-4,6-dimethyl-pyridine). Starting materials: OCCC1CCCCC1, Clc1nccc(Nc2ccccc2)n1, ClCCl, CCOC(=O)N=NC(=O)OCC, c1ccc(P(c2ccccc2)c2ccccc2)cc1. Product: Clc1nccc(N(CCC2CCCCC2)c2ccccc2)n1. RXN SMILES: [CH:34]1([CH2:40][CH2:41][OH:42])[CH2:35][CH2:36][CH2:37][CH2:38][CH2:39]1.[Cl:1][c:2]1[n:3][cH:4][cH:5][c:6]([NH:8][c:9]2[cH:10][cH:11][cH:12][cH:13][cH:14]2)[n:7]1.[Cl:55][CH2:56][Cl:57].[O:43]=[C:44]([O:45][CH2:46][CH3:47])[N:48]=[N:49][C:50]([O:51][CH2:52][CH3:53])=[O:54].[c:15]1([P:16]([c:17]2[cH:18][cH:19][cH:20][cH:21][cH:22]2)[c:23]2[cH:24][cH:25][cH:26][cH:27][cH:28]2)[cH:29][cH:30][cH:31][cH:32][cH:33]1>>[Cl:1][c:2]1[n:3][cH:4][cH:5][c:6]([N:8]([c:9]2[cH:10][cH:11][cH:12][cH:13][cH:14]2)[CH2:41][CH2:40][CH:34]2[CH2:35][CH2:36][CH2:37][CH2:38][CH2:39]2)[n:7]1.